This data is from the Open Reaction Database (ORD), a public repository of structured organic reaction records. The task is: describe an organic reaction: reactants, conditions, products, and yield Starting materials: C(C1=CC=CC=C1)OC(=O)Cl (benzylchloroformate), NC1=C(C=CC=C1)SCC1=NOC=N1 (3-(2-aminophenylthiomethyl)-1,2,4-oxadiazole), C([O-])([O-])=O.[K+].[K+] (potassium carbonate). Solvent: O1CCOCC1 (dioxan). Product: C(C1=CC=CC=C1)OC(=O)NC1=C(C=CC=C1)SCC1=NOC=N1 (3-(2-benzyloxycarbonylaminophenylthiomethyl)-1,2,4-oxadiazole). RXN SMILES: [CH2:1]([O:8][C:9](Cl)=[O:10])[C:2]1[CH:7]=[CH:6][CH:5]=[CH:4][CH:3]=1.[NH2:12][C:13]1[CH:18]=[CH:17][CH:16]=[CH:15][C:14]=1[S:19][CH2:20][C:21]1[N:25]=[CH:24][O:23][N:22]=1.C(=O)([O-])[O-].[K+].[K+]>O1CCOCC1>[CH2:1]([O:8][C:9]([NH:12][C:13]1[CH:18]=[CH:17][CH:16]=[CH:15][C:14]=1[S:19][CH2:20][C:21]1[N:25]=[CH:24][O:23][N:22]=1)=[O:10])[C:2]1[CH:7]=[CH:6][CH:5]=[CH:4][CH:3]=1 |f:2.3.4|. Procedure details: A solution of benzylchloroformate (3.79 g) and 3-(2-aminophenylthiomethyl)-1,2,4-oxadiazole (3.1 g) in dioxan (75 ml) containing potassium carbonate (3.15 g) was refluxed for 1 hour. Solvent was then removed by evaporation under reduced pressure to give a colourless solid which was re-crystallised from hexane to give 3-(2-benzyloxycarbonylaminophenylthiomethyl)-1,2,4-oxadiazole, m.p. 41°. The reactants are C, CCO, CN(C)CC#Cc1cc(Cl)c2c(c1)CN(Cc1ccc(Oc3ccccc3)cc1)C2=O, [H][H], [Pd]. Product: CN(C)CCCc1cc(Cl)c2c(c1)CN(Cc1ccc(Oc3ccccc3)cc1)C2=O. As a reaction SMILES: [C:37].[CH3:34][CH2:35][OH:36].[Cl:1][c:2]1[cH:3][c:4]([C:26]#[C:27][CH2:28][N:29]([CH3:30])[CH3:31])[cH:5][c:6]2[c:10]1[C:9](=[O:11])[N:8]([CH2:12][c:13]1[cH:14][cH:15][c:16]([O:19][c:20]3[cH:21][cH:22][cH:23][cH:24][cH:25]3)[cH:17][cH:18]1)[CH2:7]2.[H:32][H:33].[Pd:38]>>[Cl:1][c:2]1[cH:3][c:4]([CH2:26][CH2:27][CH2:28][N:29]([CH3:30])[CH3:31])[cH:5][c:6]2[c:10]1[C:9](=[O:11])[N:8]([CH2:12][c:13]1[cH:14][cH:15][c:16]([O:19][c:20]3[cH:21][cH:22][cH:23][cH:24][cH:25]3)[cH:17][cH:18]1)[CH2:7]2. The reactants are FC(F)(F)c1ccc(Br)c(CBr)c1, CCOC(C)=O, [H-], [Na+], O=C1NCCO1, CN(C)C=O, O. The product is O=C1OCCN1Cc1cc(C(F)(F)F)ccc1Br. Reaction SMILES: [Br:9][c:10]1[c:11]([CH2:12][Br:13])[cH:14][c:15]([C:18]([F:19])([F:20])[F:21])[cH:16][cH:17]1.[CH3:27][CH2:28][O:29][C:30]([CH3:31])=[O:32].[H-:7].[Na+:8].[O:1]1[C:2](=[O:6])[NH:3][CH2:4][CH2:5]1.[O:22]=[CH:23][N:24]([CH3:25])[CH3:26].[OH2:33]>>[O:1]1[C:2](=[O:6])[N:3]([CH2:12][c:11]2[c:10]([Br:9])[cH:17][cH:16][c:15]([C:18]([F:19])([F:20])[F:21])[cH:14]2)[CH2:4][CH2:5]1. Starting materials: BrC=1C=C2C=C[N+](=CC2=CC1)[O-] (6-bromo-isoquinoline 2-oxide), O=P(Cl)(Cl)Cl (POCl3). Reaction conditions: time 4 hour. Product: BrC=1C=C2C=CN=C(C2=CC1)Cl (6-Bromo-1-chloro-isoquinoline). As a reaction SMILES: [Br:1][C:2]1[CH:3]=[C:4]2[C:9](=[CH:10][CH:11]=1)[CH:8]=[N+:7]([O-])[CH:6]=[CH:5]2.O=P(Cl)(Cl)[Cl:15]>>[Br:1][C:2]1[CH:3]=[C:4]2[C:9](=[CH:10][CH:11]=1)[C:8]([Cl:15])=[N:7][CH:6]=[CH:5]2. Procedure details: 53.0 g (236, mmol) of 6-bromo-isoquinoline 2-oxide (4) were heated in 400 ml of POCl3 under reflux conditions in two portions. After 4 h, the reaction was cooled to room temperature and poured carefully on ice with mechanical stirring. The aqueous solution was extracted three times with dichloromethane. The combined organic layers were dried over magnesium sulfate and evaporated, which gave 42.8 g of the title compound, which was used without further purification. Rt=1.64 min (Method C). Detecte... The reactants are BrC1=C(C=CC(=C1)CN1S(CCC1)(=O)=O)C(=O)N1CCN(CC1)C1=NC=C(C=C1C)C ([2-bromo-4-(1,1-dioxo-1λ6-isothiazolidin-2-ylmethyl)phenyl][4-(3,5-dimethylpyridin-2-yl)piperazin-1-yl]methanone), CB(O)O (methylboronic acid). The product is CC=1C(=NC=C(C1)C)N1CCN(CC1)C(=O)C1=C(C=C(C=C1)CN1S(CCC1)(=O)=O)C ([4-(3,5-dimethylpyridin-2-yl)piperazin-1-yl][4-(1,1-dioxo-1λ6-isothiazolidin-2-ylmethyl)-2-methylphenyl]methanone). Isolated yield 86.0%. RXN SMILES: Br[C:2]1[CH:7]=[C:6]([CH2:8][N:9]2[CH2:13][CH2:12][CH2:11][S:10]2(=[O:15])=[O:14])[CH:5]=[CH:4][C:3]=1[C:16]([N:18]1[CH2:23][CH2:22][N:21]([C:24]2[C:29]([CH3:30])=[CH:28][C:27]([CH3:31])=[CH:26][N:25]=2)[CH2:20][CH2:19]1)=[O:17].[CH3:32]B(O)O>>[CH3:30][C:29]1[C:24]([N:21]2[CH2:22][CH2:23][N:18]([C:16]([C:3]3[CH:4]=[CH:5][C:6]([CH2:8][N:9]4[CH2:13][CH2:12][CH2:11][S:10]4(=[O:15])=[O:14])=[CH:7][C:2]=3[CH3:32])=[O:17])[CH2:19][CH2:20]2)=[N:25][CH:26]=[C:27]([CH3:31])[CH:28]=1. Procedure details: Using [2-bromo-4-(1,1-dioxo-1λ6-isothiazolidin-2-ylmethyl)phenyl][4-(3,5-dimethylpyridin-2-yl)piperazin-1-yl]methanone (120 mg) described in Example 461 and methylboronic acid (42 mg) and by the reaction and treatment in the same manner as in Example 115, the title compound (90 mg) was obtained.